From a dataset of the Open Reaction Database (ORD), a public repository of structured organic reaction records. describe an organic reaction: reactants, conditions, products, and yield The reactants are COc1cc(OC)c(C=O)cc1Br, CCCC[Sn](CCCC)(CCCC)c1cccn1C, C1COCCO1. Yields the product COc1cc(OC)c(-c2cccn2C)cc1C=O. RXN SMILES: [Br:1][c:2]1[c:3]([O:12][CH3:13])[cH:4][c:5]([O:10][CH3:11])[c:6]([CH:7]=[O:8])[cH:9]1.[CH3:14][n:15]1[c:16]([Sn:20]([CH2:21][CH2:22][CH2:23][CH3:24])([CH2:25][CH2:26][CH2:27][CH3:28])[CH2:29][CH2:30][CH2:31][CH3:32])[cH:17][cH:18][cH:19]1.[O:33]1[CH2:34][CH2:35][O:36][CH2:37][CH2:38]1>>[c:2]1(-[c:16]2[n:15]([CH3:14])[cH:19][cH:18][cH:17]2)[c:3]([O:12][CH3:13])[cH:4][c:5]([O:10][CH3:11])[c:6]([CH:7]=[O:8])[cH:9]1. The reactants are CC(C)=O, COC(CCCO)c1ccc(Cl)cc1, O. Yields the product COC(CCC(=O)O)c1ccc(Cl)cc1. RXN SMILES: [CH3:16][C:17](=[O:18])[CH3:19].[Cl:1][c:2]1[cH:3][cH:4][c:5]([CH:8]([CH2:9][CH2:10][CH2:11][OH:12])[O:13][CH3:14])[cH:6][cH:7]1.[OH2:15]>>[Cl:1][c:2]1[cH:3][cH:4][c:5]([CH:8]([CH2:9][CH2:10][C:11](=[O:12])[OH:15])[O:13][CH3:14])[cH:6][cH:7]1.